From a dataset of the Open Reaction Database (ORD), a public repository of structured organic reaction records. describe an organic reaction: reactants, conditions, products, and yield Starting materials: O[C@H](CC(=O)OC)CCCCCCCCCCCCC ((S)-Methyl 3-hydroxyhexadecanoate), ClC(CO)(Cl)Cl (2,2,2-trichloroethyl alcohol). Yields the product O[C@H](CC(=O)OCC(Cl)(Cl)Cl)CCCCCCCCCCCCC ((S)-(2,2,2-trichloroethyl) 3-hydroxyhexadecanoate). As a reaction SMILES: [OH:1][C@@H:2]([CH2:8][CH2:9][CH2:10][CH2:11][CH2:12][CH2:13][CH2:14][CH2:15][CH2:16][CH2:17][CH2:18][CH2:19][CH3:20])[CH2:3][C:4]([O:6][CH3:7])=[O:5].[Cl:21][C:22]([Cl:26])([Cl:25])CO>>[OH:1][C@@H:2]([CH2:8][CH2:9][CH2:10][CH2:11][CH2:12][CH2:13][CH2:14][CH2:15][CH2:16][CH2:17][CH2:18][CH2:19][CH3:20])[CH2:3][C:4]([O:6][CH2:7][C:22]([Cl:26])([Cl:25])[Cl:21])=[O:5]. Procedure details: (S)-Methyl 3-hydroxyhexadecanoate and 2,2,2-trichloroethyl alcohol were reacted according to a similar manner to that of Preparation 1 to give (S)-(2,2,2-trichloroethyl) 3-hydroxyhexadecanoate.